This data is from the Open Reaction Database (ORD), a public repository of structured organic reaction records. The task is: describe an organic reaction: reactants, conditions, products, and yield The reactants are C(C)(C)(C)OC(N[C@@H]([C@H](CC)C)CN(C(=O)[C@H]1[C@@H](C1)C1=NC(=CC=C1)F)C1=CC=C(C=C1)Br)=O ([(1S,2S)-1-({(4-bromo-phenyl)-[trans-2-(6-fluoro-pyridin-2-yl)-cyclopropanecarbonyl]-amino}-methyl)-2-methyl-butyl]-carbamic acid t-butyl ester), arylboronic acid, C(=O)([O-])[O-].[K+].[K+] (K2CO3), CCOC(=O)C (EtOAc). Reagents/catalysts: Cl[Pd]([P](C1=CC=CC=C1)(C2=CC=CC=C2)C3=CC=CC=C3)([P](C4=CC=CC=C4)(C5=CC=CC=C5)C6=CC=CC=C6)Cl (Pd(PPh3)2Cl2). Solvent: CC#N.O (CH3CN H2O). Run at temperature 140 celsius. The product is C(C)(C)(C)OC(N[C@@H]([C@H](CC)C)CN(C1=CC=C(C=C1)C1=CC=C(C=C1)COC)C(=O)[C@H]1[C@@H](C1)C1=NC(=CC=C1)F)=O (((1S,2S)-1-{[[Trans-2-(6-fluoro-pyridin-2-yl)-cyclopropanecarbonyl]-(4′-methoxymethyl-biphenyl-4-yl)-amino]-methyl}-2-methyl-butyl)-carbamic acid tert-butyl ester). As a reaction SMILES: [C:1]([O:5][C:6](=[O:34])[NH:7][C@H:8]([CH2:13][N:14]([C:27]1[CH:32]=[CH:31][C:30](Br)=[CH:29][CH:28]=1)[C:15]([C@@H:17]1[CH2:19][C@H:18]1[C:20]1[CH:25]=[CH:24][CH:23]=[C:22]([F:26])[N:21]=1)=[O:16])[C@@H:9]([CH3:12])[CH2:10][CH3:11])([CH3:4])([CH3:3])[CH3:2].C([O-])([O-])=O.[K+].[K+].C[CH2:42][O:43][C:44]([CH3:46])=O>CC#N.O.Cl[Pd](Cl)([P](C1C=CC=CC=1)(C1C=CC=CC=1)C1C=CC=CC=1)[P](C1C=CC=CC=1)(C1C=CC=CC=1)C1C=CC=CC=1>[C:1]([O:5][C:6](=[O:34])[NH:7][C@H:8]([CH2:13][N:14]([C:15]([C@@H:17]1[CH2:19][C@H:18]1[C:20]1[CH:25]=[CH:24][CH:23]=[C:22]([F:26])[N:21]=1)=[O:16])[C:27]1[CH:32]=[CH:31][C:30]([C:9]2[CH:10]=[CH:11][C:46]([CH2:44][O:43][CH3:42])=[CH:13][CH:8]=2)=[CH:29][CH:28]=1)[C@@H:9]([CH3:12])[CH2:10][CH3:11])([CH3:4])([CH3:3])[CH3:2] |f:1.2.3,5.6,^1:53,72|. Procedure details: A mixture of [(1S,2S)-1-({(4-bromo-phenyl)-[trans-2-(6-fluoro-pyridin-2-yl)-cyclopropanecarbonyl]-amino}-methyl)-2-methyl-butyl]-carbamic acid t-butyl ester (78 mg, 0.146 mmol), arylboronic acid (0.18 mmol), Pd(PPh3)2Cl2 (14 mg, 0.02 mmol) and K2CO3 (38 mg, 0.27 mmol) in CH3CN/H2O (3.5/0.5 mL) was heated in a microwave at 140° C. for 20 min. The reaction mixture was passed through a short silica pad (EtOAc) and concentrated. The residue was subjected to ISCO (12 g column, 0-50% EtOAc in hexane o... Reactants: Cl (hydrochloric acid), C(C)(C)C=1N=C2N(C=CC(=C2)C#N)C1 (2-Isopropylimidazo[1,2-a]pyridine-7-carbonitrile), C(C)O (ethanol), hydrate, [OH-].[Li+] (lithium hydroxide). The product is C(C)(C)C=1N=C2N(C=CC(=C2)C(=O)O)C1 (isopropylimidazo[1,2-a]pyridine-7-carboxylic acid). Isolated yield 83.0%. As a reaction SMILES: [CH:1]([C:4]1[N:5]=[C:6]2[CH:11]=C(C#N)[CH:9]=[CH:8][N:7]2[CH:14]=1)([CH3:3])[CH3:2].[OH-:15].[Li+].Cl.[CH2:18]([OH:20])[CH3:19]>>[CH:1]([C:4]1[N:5]=[C:6]2[CH:11]=[C:19]([C:18]([OH:15])=[O:20])[CH:9]=[CH:8][N:7]2[CH:14]=1)([CH3:3])[CH3:2] |f:1.2|. Reported procedure: 2-Isopropylimidazo[1,2-a]pyridine-7-carbonitrile (15.9 g, 85.8 mmol) obtained in step 1 was dissolved in a 50% ethanol aqueous solution (80 mL). Under water-cooled condition, lithium hydroxide.1 hydrate (7.20 g, 172 mmol) was added, and the mixture was stirred under heat and reflux for 3 hours. Under ice-cooled condition, 3 mol/L hydrochloric acid (62 mL) was added to the reaction mixture. The precipitated crystals were collected by filteration, washed with water, and dried to give 2 isopropylim... Starting materials: C=1(C(=CC=CC1)S)S (o-Benzenedithiol), ClCC(=O)C(C(=O)OCC)=NOC (ethyl 2-chloroacetyl-2-methoxyiminoacetate). The product is S1C(=CSC2=C1C=CC=C2)C(C(=O)OCC)=NOC (ethyl 2-(1,4-benzodithiin-2-yl)-2-methoxyiminoacetate). The yield is 6.8%. RXN SMILES: [C:1]1([SH:8])[C:2]([SH:7])=[CH:3][CH:4]=[CH:5][CH:6]=1.Cl[CH2:10][C:11]([C:13](=[N:19][O:20][CH3:21])[C:14]([O:16][CH2:17][CH3:18])=[O:15])=O>>[S:7]1[C:2]2[CH:3]=[CH:4][CH:5]=[CH:6][C:1]=2[S:8][CH:10]=[C:11]1[C:13](=[N:19][O:20][CH3:21])[C:14]([O:16][CH2:17][CH3:18])=[O:15]. Procedure details: o-Benzenedithiol (7.1 g.) was allowed to react with ethyl 2-chloroacetyl-2-methoxyiminoacetate (11.4 g.) in a similar manner to that of Example A-(i) to give ethyl 2-(1,4-benzodithiin-2-yl)-2-methoxyiminoacetate (syn isomer, 1.0 g.), yellow crystals, mp. 78° to 81° C. Reactants: CC(C)CN(CC(O)C(Cc1ccc(OCCCOC(=O)Oc2ccc([N+](=O)[O-])cc2)cc1)NC(=O)OC1COC2OCCC12)S(=O)(=O)c1ccc2c(c1)OCO2, [NH4+], [OH-]. Product: CC(C)CN(CC(O)C(Cc1ccc(OCCCOC(N)=O)cc1)NC(=O)OC1COC2OCCC12)S(=O)(=O)c1ccc2c(c1)OCO2. RXN SMILES: [C:1]([O:2][CH2:3][CH2:4][CH2:5][O:6][c:7]1[cH:8][cH:9][c:10]([CH2:13][CH:14]([CH:15]([CH2:16][N:17]([CH2:18][CH:19]([CH3:20])[CH3:21])[S:22](=[O:23])(=[O:24])[c:25]2[cH:26][c:27]3[c:28]([cH:32][cH:33]2)[O:29][CH2:30][O:31]3)[OH:34])[NH:35][C:36](=[O:37])[O:38][CH:39]2[CH2:40][O:41][CH:42]3[O:43][CH2:44][CH2:45][CH:46]23)[cH:11][cH:12]1)([O:47][c:48]1[cH:49][cH:50][c:51]([N+:52]([O-:53])=[O:54])[cH:55][cH:56]1)=[O:57].[NH4+:58].[OH-:59]>>[C:1]([O:2][CH2:3][CH2:4][CH2:5][O:6][c:7]1[cH:8][cH:9][c:10]([CH2:13][CH:14]([CH:15]([CH2:16][N:17]([CH2:18][CH:19]([CH3:20])[CH3:21])[S:22](=[O:23])(=[O:24])[c:25]2[cH:26][c:27]3[c:28]([cH:32][cH:33]2)[O:29][CH2:30][O:31]3)[OH:34])[NH:35][C:36](=[O:37])[O:38][CH:39]2[CH2:40][O:41][CH:42]3[O:43][CH2:44][CH2:45][CH:46]23)[cH:11][cH:12]1)(=[O:57])[NH2:58]. Starting materials: CO, O, O=S(=O)(O)O, CC(=O)CC(C)(O)c1ccccc1-c1ccccc1. Yields the product CC(=O)C=C(C)c1ccccc1-c1ccccc1. Reaction SMILES: [CH3:25][OH:26].[OH2:27].[S:20](=[O:21])(=[O:22])([OH:23])[OH:24].[c:1]1(-[c:14]2[cH:15][cH:16][cH:17][cH:18][cH:19]2)[c:2]([C:7]([CH2:8][C:9]([CH3:10])=[O:11])([CH3:12])[OH:13])[cH:3][cH:4][cH:5][cH:6]1>>[c:1]1(-[c:14]2[cH:15][cH:16][cH:17][cH:18][cH:19]2)[c:2]([C:7](=[CH:8][C:9]([CH3:10])=[O:11])[CH3:12])[cH:3][cH:4][cH:5][cH:6]1.